Dataset: the Open Reaction Database (ORD), a public repository of structured organic reaction records. Task: describe an organic reaction: reactants, conditions, products, and yield Reactants: CCOC(=O)CC1CCN(Cc2ccc(-c3ccc4c(Nc5cc(OC)c(Cl)cc5Cl)c(C#N)cnc4c3)cc2)CC1, CO, [Na+], [OH-]. Yields the product COc1cc(Nc2c(C#N)cnc3cc(-c4ccc(CN5CCC(CC(=O)O)CC5)cc4)ccc23)c(Cl)cc1Cl. RXN SMILES: [C:1](#[N:2])[c:3]1[cH:4][n:5][c:6]2[cH:7][c:8](-[c:24]3[cH:25][cH:26][c:27]([CH2:28][N:29]4[CH2:30][CH2:31][CH:32]([CH2:35][C:36](=[O:37])[O:38][CH2:39][CH3:40])[CH2:33][CH2:34]4)[cH:41][cH:42]3)[cH:9][cH:10][c:11]2[c:12]1[NH:13][c:14]1[c:15]([Cl:23])[cH:16][c:17]([Cl:22])[c:18]([O:20][CH3:21])[cH:19]1.[CH3:45][OH:46].[Na+:44].[OH-:43]>>[C:1](#[N:2])[c:3]1[cH:4][n:5][c:6]2[cH:7][c:8](-[c:24]3[cH:25][cH:26][c:27]([CH2:28][N:29]4[CH2:30][CH2:31][CH:32]([CH2:35][C:36](=[O:37])[OH:38])[CH2:33][CH2:34]4)[cH:41][cH:42]3)[cH:9][cH:10][c:11]2[c:12]1[NH:13][c:14]1[c:15]([Cl:23])[cH:16][c:17]([Cl:22])[c:18]([O:20][CH3:21])[cH:19]1. The reactants are perylene-3,4,9,10-tetracarboxylic acid dianhydride, C1(=C(C=CC=C1)N)N (o-phenylenediamine), ClC1=CC=CC2=CC=CC=C12 (1-chloronaphthalene), stainless steel. Product: C1=CC=C2C=CC=C3C4=CC=CC5=CC=CC(C1=C23)=C45.N4=CNC5=C4C=CC=C5.N5=CNC4=C5C=CC=C4 (bisbenzimidazole perylene). As a reaction SMILES: [C:1]1([NH2:8])[CH:6]=[CH:5][CH:4]=[CH:3][C:2]=1[NH2:7].Cl[C:10]1[C:19]2[C:14](=[CH:15][CH:16]=[CH:17][CH:18]=2)[CH:13]=[CH:12][CH:11]=1>>[CH:4]1[C:3]2=[C:2]3[C:3]([C:10]4[C:19]5[C:14](=[CH:15][CH:16]=[CH:17][C:18]2=5)[CH:13]=[CH:12][CH:11]=4)=[CH:2][CH:1]=[CH:6][C:1]3=[CH:6][CH:5]=1.[N:7]1[C:2]2[CH:3]=[CH:4][CH:5]=[CH:6][C:1]=2[NH:8][CH:10]=1.[N:7]1[C:2]2[CH:3]=[CH:4][CH:5]=[CH:6][C:1]=2[NH:8][CH:10]=1 |f:2.3.4|. Procedure: In a 20 liter stainless steel reaction vessel were mixed 817 g (2.08 mols) of perylene-3,4,9,10-tetracarboxylic acid dianhydride, 1169 g (10.4 mols) of o-phenylenediamine, and 9.36 liters of 1-chloronaphthalene. The mixture obtained was heated to a temperature of from 240° C. to 250° C. for 3 hours with stirring and then cooled to room temperature. Then, a solid product formed was obtained by filtering the reaction mixture with a filter cloth and then washed thrice with N,N-dimethylformamide. Th... RXN SMILES: O[C:2]1[C:7]([CH3:8])=[CH:6][C:5]([C:9]2[O:10][C:11]3[CH:19]=[CH:18][C:17]([CH3:20])=[CH:16][C:12]=3[C:13](=O)[N:14]=2)=[CH:4][CH:3]=1.[NH:21]([C:23]1[CH:31]=[CH:30][C:26]([C:27]([OH:29])=[O:28])=[CH:25][CH:24]=1)[NH2:22].C([OH:34])C>>[OH:34][C:4]1[CH:3]=[CH:2][C:7]([CH3:8])=[CH:6][C:5]=1[C:9]1[N:14]=[C:13]([C:12]2[CH:16]=[C:17]([CH3:20])[CH:18]=[CH:19][C:11]=2[OH:10])[N:21]([C:23]2[CH:24]=[CH:25][C:26]([C:27]([OH:29])=[O:28])=[CH:30][CH:31]=2)[N:22]=1. Procedure: 1.15 g of 2-(6-hydroxy-m-tolyl)-6-methyl-4H-[1,3]benzoxazin-4-one in [CAS-Reg.-No.:24798-62-7] and 0.6 g of 4-hydrazinobenzoic acid are boiled under reflux for 2 h in 15 ml of ethanol. The crystals precipitating on cooling are crystallized from isopropanol. After drying, 4-[3,5-bis(2-hydroxy-5-methylphenyl)-[1,2,4]triazol-1-yl]benzoic acid remains as colorless crystals of m.p. 268-269-269° C. The product is OC1=C(C=C(C=C1)C)C1=NN(C(=N1)C1=C(C=CC(=C1)C)O)C1=CC=C(C(=O)O)C=C1 (4-[3,5-Bis(2-hydroxy-5-methylphenyl)-[1,2,4]triazol-1-yl]benzoic acid). Starting materials: OC1=CC=C(C=C1C)C=1OC2=C(C(N1)=O)C=C(C=C2)C (2-(6-hydroxy-m-tolyl)-6-methyl-4H-[1,3]benzoxazin-4-one), N(N)C1=CC=C(C(=O)O)C=C1 (4-hydrazinobenzoic acid), C(C)O (ethanol). The reactants are FC(C1=CC(=NC=2N1N=CC2C#C)C2=CC=C(C=C2)C(F)(F)F)F (7-difluoromethyl-3-ethynyl-5-(4-trifluoromethyl-phenyl)-pyrazolo[1,5-a]pyrimidine), BrC=1C=C(C=CC1)S(=O)(=O)N1CCOCC1 (4-(3-Bromo-benzenesulfonyl)-morpholine). Yields the product FC(C1=CC(=NC=2N1N=CC2C#CC2=CC(=CC=C2)S(=O)(=O)N2CCOCC2)C2=CC=C(C=C2)C(F)(F)F)F (7-Difluoromethyl-3-[3-(morpholine-4-sulfonyl)-phenylethynyl]-5-(4-trifluoromethyl-phenyl)-pyrazolo[1,5-a]pyrimidine), solid. Isolated yield 68.0%. As a reaction SMILES: [F:1][CH:2]([F:24])[C:3]1[N:8]2[N:9]=[CH:10][C:11]([C:12]#[CH:13])=[C:7]2[N:6]=[C:5]([C:14]2[CH:19]=[CH:18][C:17]([C:20]([F:23])([F:22])[F:21])=[CH:16][CH:15]=2)[CH:4]=1.Br[C:26]1[CH:27]=[C:28]([S:32]([N:35]2[CH2:40][CH2:39][O:38][CH2:37][CH2:36]2)(=[O:34])=[O:33])[CH:29]=[CH:30][CH:31]=1>>[F:24][CH:2]([F:1])[C:3]1[N:8]2[N:9]=[CH:10][C:11]([C:12]#[C:13][C:30]3[CH:31]=[CH:26][CH:27]=[C:28]([S:32]([N:35]4[CH2:40][CH2:39][O:38][CH2:37][CH2:36]4)(=[O:34])=[O:33])[CH:29]=3)=[C:7]2[N:6]=[C:5]([C:14]2[CH:19]=[CH:18][C:17]([C:20]([F:23])([F:22])[F:21])=[CH:16][CH:15]=2)[CH:4]=1. Procedure details: The title compound was prepared from 7-difluoromethyl-3-ethynyl-5-(4-trifluoromethyl-phenyl)-pyrazolo[1,5-a]pyrimidine (example C.2) (340 mg, 1.0 mmol) and 4-(3-bromo-benzenesulfonyl)-morpholine (example B.31) (275 mg, 1.0 mmol) according to general procedure II. Obtained as a yellow solid (390 mg, 68%). MS (ISP) 563.4 [(M+H)+]; mp 175-176° C. Reactants: CC(=O)Cl, CO, Nc1ccc(NC(=O)c2ccc(Cl)cc2)c(NC(=O)OC(c2ccncc2)C2CCNCC2)c1, ClCCl, c1ccncc1. Yields the product CC(=O)Nc1ccc(NC(=O)c2ccc(Cl)cc2)c(NC(=O)OC(c2ccncc2)C2CCNCC2)c1. As a reaction SMILES: [CH3:41][C:42]([Cl:43])=[O:44].[CH3:45][OH:46].[Cl:1][c:2]1[cH:3][cH:4][c:5]([C:6](=[O:7])[NH:8][c:9]2[c:10]([NH:16][C:17](=[O:18])[O:19][CH:20]([c:21]3[cH:22][cH:23][n:24][cH:25][cH:26]3)[CH:27]3[CH2:28][CH2:29][NH:30][CH2:31][CH2:32]3)[cH:11][c:12]([NH2:15])[cH:13][cH:14]2)[cH:33][cH:34]1.[Cl:47][CH2:48][Cl:49].[cH:35]1[cH:36][cH:37][n:38][cH:39][cH:40]1>>[Cl:1][c:2]1[cH:3][cH:4][c:5]([C:6](=[O:7])[NH:8][c:9]2[c:10]([NH:16][C:17](=[O:18])[O:19][CH:20]([c:21]3[cH:22][cH:23][n:24][cH:25][cH:26]3)[CH:27]3[CH2:28][CH2:29][NH:30][CH2:31][CH2:32]3)[cH:11][c:12]([NH:15][C:42]([CH3:41])=[O:44])[cH:13][cH:14]2)[cH:33][cH:34]1. Reaction SMILES: [CH3:1][O:2][C:3](=[O:12])[C@H:4]([CH2:6][CH2:7][C:8]([O:10][CH3:11])=[O:9])[NH2:5].[C:13]1(=O)[O:18][C:16](=[O:17])[C:15]2=[CH:19][CH:20]=[CH:21][CH:22]=[C:14]12>C(O)(=O)C>[O:17]=[C:16]1[C:15]2[C:14](=[CH:22][CH:21]=[CH:20][CH:19]=2)[C:13](=[O:18])[N:5]1[CH:4]([CH2:6][CH2:7][C:8]([O:10][CH3:11])=[O:9])[C:3]([O:2][CH3:1])=[O:12]. Solvent: C(C)(=O)O (acetic acid). Reactants: COC([C@@H](N)CCC(=O)OC)=O (L-glutamic acid dimethyl ester), C1(C=2C(C(=O)O1)=CC=CC2)=O (phthalic anhydride). The product is O=C1N(C(C2=CC=CC=C12)=O)C(C(=O)OC)CCC(=O)OC (dimethyl 2-(1,3-dioxoisoindolin-2-yl)-pentane-1,5-dioate). Procedure details: A stirred mixture of L-glutamic acid dimethyl ester (2.0 g, 11.4 mmol) and phthalic anhydride (1.7 g, 11.4 mmol) in acetic acid (30 mL) is heated to refluxed for one hour. The solvent is removed in vacuo to yield dimethyl 2-(1,3-dioxoisoindolin-2-yl)-pentane-1,5-dioate which is further purified through chromatography. The reactants are N1=C(N=C2N1C=CC=N2)CO ([1,2,4]triazolo[1,5-a]pyrimidin-2-ylmethanol). The solvent is CO (methanol). The product is N1=C(N=C2N1C=CC=N2)C=O ([1,2,4]Triazolo[1,5-a]pyrimidine-2-carbaldehyde). As a reaction SMILES: [N:1]1[N:5]2[CH:6]=[CH:7][CH:8]=[N:9][C:4]2=[N:3][C:2]=1[CH2:10][OH:11]>CO>[N:1]1[N:5]2[CH:6]=[CH:7][CH:8]=[N:9][C:4]2=[N:3][C:2]=1[CH:10]=[O:11]. Procedure details: The title compound was prepared analogously to step 8 of example A(1) where [1,2,4]triazolo[1,5-a]pyrimidin-2-ylmethanol was substituted in place of 5,7-dimethyl-[1,2,4]triazolo[1,5-a]pyrimidin-2-yl)-methanol. Reactants: COc1ccc(Br)cc1CO, FC(F)(F)c1ccc(CBr)cc1, [H-], [Na+], C1CCOC1, O. Yields the product COc1ccc(Br)cc1COCc1ccc(C(F)(F)F)cc1. As a reaction SMILES: [Br:1][c:2]1[cH:3][cH:4][c:5]([O:10][CH3:11])[c:6]([CH2:8][OH:9])[cH:7]1.[F:12][C:13]([c:14]1[cH:15][cH:16][c:17]([CH2:18][Br:19])[cH:20][cH:21]1)([F:22])[F:23].[H-:24].[Na+:25].[O:27]1[CH2:28][CH2:29][CH2:30][CH2:31]1.[OH2:26]>>[Br:1][c:2]1[cH:3][cH:4][c:5]([O:10][CH3:11])[c:6]([CH2:8][O:9][CH2:18][c:17]2[cH:16][cH:15][c:14]([C:13]([F:12])([F:22])[F:23])[cH:21][cH:20]2)[cH:7]1. Starting materials: aqueous solution, [OH-].[Na+] (sodium hydroxide), Cl.Cl.ClC1=C(N=C2N1N=C(C=C2)NCCCN2CCC(CC2)OC(C2=CC=CC=C2)C2=CC=CC=C2)C(C(=O)OCC)(C)C (ethyl 2-[3-chloro-6-[3-[4-(diphenylmethoxy)piperidino]propylamino]imidazo[1,2-b]pyridazin-2-yl]-2-methylpropionate dihydrochloride). Run in C(C)O (ethanol). The product is ClC1=C(N=C2N1N=C(C=C2)NCCCN2CCC(CC2)OC(C2=CC=CC=C2)C2=CC=CC=C2)C(C(=O)O)(C)C (2-[3-chloro-6-[3-[4-(diphenylmethoxy) piperidino]propylamino]imidazo[1,2-b]pyridazin-2-yl]-2-methylpropionic acid). Yield: 84.0%. As a reaction SMILES: Cl.Cl.[Cl:3][C:4]1[N:8]2[N:9]=[C:10]([NH:13][CH2:14][CH2:15][CH2:16][N:17]3[CH2:22][CH2:21][CH:20]([O:23][CH:24]([C:31]4[CH:36]=[CH:35][CH:34]=[CH:33][CH:32]=4)[C:25]4[CH:30]=[CH:29][CH:28]=[CH:27][CH:26]=4)[CH2:19][CH2:18]3)[CH:11]=[CH:12][C:7]2=[N:6][C:5]=1[C:37]([CH3:44])([CH3:43])[C:38]([O:40]CC)=[O:39].[OH-].[Na+]>C(O)C>[Cl:3][C:4]1[N:8]2[N:9]=[C:10]([NH:13][CH2:14][CH2:15][CH2:16][N:17]3[CH2:18][CH2:19][CH:20]([O:23][CH:24]([C:25]4[CH:26]=[CH:27][CH:28]=[CH:29][CH:30]=4)[C:31]4[CH:32]=[CH:33][CH:34]=[CH:35][CH:36]=4)[CH2:21][CH2:22]3)[CH:11]=[CH:12][C:7]2=[N:6][C:5]=1[C:37]([CH3:44])([CH3:43])[C:38]([OH:40])=[O:39] |f:0.1.2,3.4|. Procedure details: 653 mg of ethyl 2-[3-chloro-6-[3-[4-(diphenylmethoxy)piperidino]propylamino]imidazo[1,2-b]pyridazin-2-yl]-2-methylpropionate dihydrochloride was dissolved in 6 ml of ethanol; 1.97 ml of a 2 N aqueous solution of sodium hydroxide was added, followed by thermal refluxing for 2.5 hours. After cooling, the mixture was concentrated under reduced pressure; the residue was diluted with water and washed with ethyl acetate; the water layer was ajusted to pH 4.5 by the addition of 1 N hydrochloric acid. A... Product: CN(C)C(=N[N+](=O)[O-])N(C=O)Cc1ccc(Cl)nc1. RXN SMILES: [CH2:26]1[O:27][CH2:28][CH2:29][CH2:30]1.[CH:20](=[O:21])[O:22][C:23](=[O:24])[CH3:25].[Cl:1][c:2]1[cH:3][cH:4][c:5]([CH2:8][NH:9][C:10](=[N:11][N+:12](=[O:13])[O-:14])[N:15]([CH3:16])[CH3:17])[cH:6][n:7]1.[H-:18].[Na+:19]>>[Cl:1][c:2]1[cH:3][cH:4][c:5]([CH2:8][N:9]([C:10](=[N:11][N+:12](=[O:13])[O-:14])[N:15]([CH3:16])[CH3:17])[CH:20]=[O:21])[cH:6][n:7]1. Reactants: C1CCOC1, CC(=O)OC=O, CN(C)C(=N[N+](=O)[O-])NCc1ccc(Cl)nc1, [H-], [Na+].